Dataset: the Open Reaction Database (ORD), a public repository of structured organic reaction records. Task: describe an organic reaction: reactants, conditions, products, and yield The reactants are CC(=O)Nc1ccc(C#N)cc1, CCO, CC(=O)O, [Ca+2], [O-]Cl, [O-]Cl, O. Product: CC(=O)Nc1ccc(C#N)cc1Cl. Reaction SMILES: [C:6](#[N:7])[c:8]1[cH:9][cH:10][c:11]([NH:12][C:13]([CH3:14])=[O:15])[cH:16][cH:17]1.[CH3:19][CH2:20][OH:21].[CH3:22][C:23](=[O:24])[OH:25].[Ca+2:3].[Cl:1][O-:2].[Cl:4][O-:5].[OH2:18]>>[Cl:1][c:10]1[cH:9][c:8]([C:6]#[N:7])[cH:17][cH:16][c:11]1[NH:12][C:13]([CH3:14])=[O:15]. Reactants: COc1ccc2nccc(C#CC3(O)CCC4(CC3)OCCO4)c2n1, CCO, [H][H]. Yields the product COc1ccc2nccc(CCC3(O)CCC4(CC3)OCCO4)c2n1. Reaction SMILES: [CH3:1][O:2][c:3]1[n:4][c:5]2[c:6]([C:13]#[C:14][C:15]3([OH:25])[CH2:16][CH2:17][C:18]4([O:19][CH2:20][CH2:21][O:22]4)[CH2:23][CH2:24]3)[cH:7][cH:8][n:9][c:10]2[cH:11][cH:12]1.[CH3:28][CH2:29][OH:30].[H:26][H:27]>>[CH3:1][O:2][c:3]1[n:4][c:5]2[c:6]([CH2:13][CH2:14][C:15]3([OH:25])[CH2:16][CH2:17][C:18]4([O:19][CH2:20][CH2:21][O:22]4)[CH2:23][CH2:24]3)[cH:7][cH:8][n:9][c:10]2[cH:11][cH:12]1. Reactants: ClC(Cl)(Cl)Cl, CC(Cl)Cl, Nc1ccc2[nH]ccc2c1, Oc1ncnc2cc(-c3ccccc3)sc12. Product: c1ccc(-c2cc3ncnc(Nc4ccc5[nH]ccc5c4)c3s2)cc1. As a reaction SMILES: [C:17]([Cl:18])([Cl:19])([Cl:20])[Cl:21].[Cl:22][CH:23]([Cl:24])[CH3:25].[NH2:26][c:27]1[cH:28][c:29]2[cH:30][cH:31][nH:32][c:33]2[cH:34][cH:35]1.[OH:1][c:2]1[c:3]2[c:4]([n:5][cH:6][n:7]1)[cH:8][c:9](-[c:11]1[cH:12][cH:13][cH:14][cH:15][cH:16]1)[s:10]2>>[c:2]1([NH:26][c:27]2[cH:28][c:29]3[cH:30][cH:31][nH:32][c:33]3[cH:34][cH:35]2)[c:3]2[c:4]([n:5][cH:6][n:7]1)[cH:8][c:9](-[c:11]1[cH:12][cH:13][cH:14][cH:15][cH:16]1)[s:10]2.